This data is from the Open Reaction Database (ORD), a public repository of structured organic reaction records. The task is: describe an organic reaction: reactants, conditions, products, and yield Reactants: CCCCCC (hexane), COC1=CC=C2N=CC(NC2=C1OC)=O (7,8-dimethoxy-quinoxalin-2-one), P(=O)(Cl)(Cl)Cl (phosphorus oxychloride). The solvent is C(C)(=O)OCC (ethyl acetate). Product: ClC1=NC2=C(C(=CC=C2N=C1)OC)OC (2-chloro-7,8-dimethoxy-quinoxaline). The yield is 77.1%. Reaction SMILES: [CH3:1][O:2][C:3]1[C:12]([O:13][CH3:14])=[C:11]2[C:6]([N:7]=[CH:8][C:9](=O)[NH:10]2)=[CH:5][CH:4]=1.P(Cl)(Cl)([Cl:18])=O.CCCCCC>C(OCC)(=O)C>[Cl:18][C:9]1[CH:8]=[N:7][C:6]2[C:11](=[C:12]([O:13][CH3:14])[C:3]([O:2][CH3:1])=[CH:4][CH:5]=2)[N:10]=1. Procedure details: A solution of 7,8-dimethoxy-quinoxalin-2-one (5.0 g, 24.25 mmol, 1.0 eq) in phosphorus oxychloride (25 mL, 268.21 mmol, 11.06 eq) is heated under reflux for 1 hour. Then the reaction mixture is cooled down to room temperature and the solvent is evaporated. The residue is poured into ice water, the resulting mixture is neutralized with saturated sodium hydrogen carbonate and extracted with ethyl acetate (3×50 mL). The combined organic layers are dried over sodium sulfate, filtered and concentrate... Reactants: CC(C)(C)OC(=O)NC(Cc1ccccc1)C(=O)O, ClCCl, CCCCCCC, CCc1ccccc1, CC(C)[N-]C(C)C, [Cl-], [Li+], [NH4+], C1CCOC1. Yields the product CC(C)(C)OC(=O)NC(Cc1ccccc1)C(=O)C(Cl)Cl. Reaction SMILES: [C:1]([CH3:2])([CH3:3])([CH3:4])[O:5][C:6](=[O:7])[NH:8][CH:9]([CH2:10][c:11]1[cH:12][cH:13][cH:14][cH:15][cH:16]1)[C:17](=[O:18])[OH:19].[CH2:20]([Cl:21])[Cl:22].[CH3:38][CH2:39][CH2:40][CH2:41][CH2:42][CH2:43][CH3:44].[CH3:45][CH2:46][c:47]1[cH:48][cH:49][cH:50][cH:51][cH:52]1.[CH:23]([N-:24][CH:25]([CH3:26])[CH3:27])([CH3:28])[CH3:29].[Cl-:31].[Li+:30].[NH4+:32].[O:33]1[CH2:34][CH2:35][CH2:36][CH2:37]1>>[C:1]([CH3:2])([CH3:3])([CH3:4])[O:5][C:6](=[O:7])[NH:8][CH:9]([CH2:10][c:11]1[cH:12][cH:13][cH:14][cH:15][cH:16]1)[C:17](=[O:19])[CH:20]([Cl:21])[Cl:22].